Dataset: the Open Reaction Database (ORD), a public repository of structured organic reaction records. Task: describe an organic reaction: reactants, conditions, products, and yield Product: C(CCC)C1=NC2=CC=C(C=C2C(N1CC1=CC=C(C=C1)C1=C(C=NC=C1)C1=NN=NN1)=O)C (2-Butyl-6-methyl-3-[[4-[3-(1H-tetrazol-5-yl)-4-pyridinyl]phenyl]methyl]quinazolin-4(3H)-one). As a reaction SMILES: [CH2:1]([CH:5]1[N:14]([CH2:15][C:16]2[CH:21]=[CH:20][C:19]([C:22]3[CH:27]=[CH:26][N:25]=[CH:24][C:23]=3[C:28]#[N:29])=[CH:18][CH:17]=2)[C:13](=[O:30])[C:12]2[C:7](=[CH:8][CH:9]=[C:10]([CH3:31])[CH:11]=2)[NH:6]1)[CH2:2][CH2:3][CH3:4].C[Sn]([N:36]=[N+:37]=[N-:38])(C)C>C1(C)C=CC=CC=1>[CH2:1]([C:5]1[N:14]([CH2:15][C:16]2[CH:21]=[CH:20][C:19]([C:22]3[CH:27]=[CH:26][N:25]=[CH:24][C:23]=3[C:28]3[NH:38][N:37]=[N:36][N:29]=3)=[CH:18][CH:17]=2)[C:13](=[O:30])[C:12]2[C:7](=[CH:8][CH:9]=[C:10]([CH3:31])[CH:11]=2)[N:6]=1)[CH2:2][CH2:3][CH3:4]. Reported procedure: A solution of 2-butyl-6-methyl-3-[[4-(3-cyanopyridin-4-yl)phenyl]methyl]quinazolin-4(1H)-one (1.0 eq.) and trimethylstannylazide (3 eq.) in toluene is heated to reflux for 4 days. The mixture is cooled to rt, concentrated, then purified by flash chromatography on SiO2 to give the titled compound. The reactants are C(CCC)C1NC2=CC=C(C=C2C(N1CC1=CC=C(C=C1)C1=C(C=NC=C1)C#N)=O)C (2-butyl-6-methyl-3-[[4-(3-cyanopyridin-4-yl)phenyl]methyl]quinazolin-4(1H)-one), C[Sn](C)(C)N=[N+]=[N-] (trimethylstannylazide). The solvent is C1(=CC=CC=C1)C (toluene). Reactants: C(C)(C)(C)OC(=O)NCCC1=CC=C(C=C1)O (N-tertiary butoxycarbonyltyramine), C([O-])([O-])=O.[K+].[K+] (potassium carbonate), BrCCBr (1,2-dibromoethane), O (water). The solvent is C(C)(=O)OCC (ethyl acetate). Run at time 4 hour. The product is C(C)(C)(C)OC(=O)NCCC1=CC=C(C=C1)OCCBr (N-tertiary butoxycarbonyl-2-[p-(2-bromoethoxy)-phenyl]-ethylamine). As a reaction SMILES: [C:1]([O:5][C:6]([NH:8][CH2:9][CH2:10][C:11]1[CH:16]=[CH:15][C:14]([OH:17])=[CH:13][CH:12]=1)=[O:7])([CH3:4])([CH3:3])[CH3:2].C(=O)([O-])[O-].[K+].[K+].[Br:24][CH2:25][CH2:26]Br.O>C(OCC)(=O)C>[C:1]([O:5][C:6]([NH:8][CH2:9][CH2:10][C:11]1[CH:12]=[CH:13][C:14]([O:17][CH2:26][CH2:25][Br:24])=[CH:15][CH:16]=1)=[O:7])([CH3:4])([CH3:2])[CH3:3] |f:1.2.3|. Procedure details: A mixture of 8.6 g (39 mmol) of crude N-tertiary butoxycarbonyltyramine, 27.6 g (200 mmol) of potassium carbonate and 73.3 g (390 mmol) of 1,2-dibromoethane is heated at boiling for 4 hours while stirring. The reaction mixture is cooled, and then 200 ml of water and 400 ml of ethyl acetate are added and the organic phase is separated off. After concentration by evaporation under reduced pressure, a crystalline residue remains which, after recrystallisation from 2-propanol, yields N-tertiary buto... The reactants are [OH-].[Na+] (sodium hydroxide), CC1=C(C=O)C=CC(=C1)NC(C)=O (2-methyl-4-acetamidobenzaldehyde), C(C)I (ethyl iodide), CC(C)([O-])C.[K+] (potassium t-butoxide). The solvent is O (water). Yields the product CC1=C(C=O)C=CC(=C1)NCC (2-methyl-4-ethylaminobenzaldehyde). Yield: 57.9%. RXN SMILES: [CH3:1][C:2]1[CH:9]=[C:8]([NH:10][C:11](=O)[CH3:12])[CH:7]=[CH:6][C:3]=1[CH:4]=[O:5].C(I)C.CC(C)([O-])C.[K+].[OH-].[Na+]>O>[CH3:1][C:2]1[CH:9]=[C:8]([NH:10][CH2:11][CH3:12])[CH:7]=[CH:6][C:3]=1[CH:4]=[O:5] |f:2.3,4.5|. Procedure: A mixture of purified 2-methyl-4-acetamidobenzaldehyde (9.6 g, 0.054 mole), ethyl iodide (10 ml, 0.125 mole), and 50 ml of tetrahydrofaran was warmed to about 300 with stirring under a nitrogen atmosphere. Solid potassium t-butoxide (6.25 g, 0.056 mole) was added and the mixture was stirred for 2.5 hr at 30°. The mixture was concentrated under vacuum at 50° on a rotary evaporator to a syrup. The syrup was dissolved in methanol (30 ml) before adding water (20 ml) and then sodium hydroxide (5 g, 0... The reactants are BrC(C(C(=O)OCC)=O)C (Ethyl 3-bromo-2-oxobutanoate), NC1=NC=CC=C1 (2-aminopyridine). The solvent is COCCOC (DME). Conditions: time 18 hour. The product is CC1=C(N=C2N1C=CC=C2)C(=O)OCC (Ethyl 3-methylimidazo[1,2-a]pyridine-2-carboxylate). The yield is 115.5%. RXN SMILES: Br[CH:2]([CH3:10])[C:3](=O)[C:4]([O:6][CH2:7][CH3:8])=[O:5].[NH2:11][C:12]1[CH:17]=[CH:16][CH:15]=[CH:14][N:13]=1>COCCOC>[CH3:10][C:2]1[N:13]2[CH:14]=[CH:15][CH:16]=[CH:17][C:12]2=[N:11][C:3]=1[C:4]([O:6][CH2:7][CH3:8])=[O:5]. Reported procedure: To a solution of compound 1-B (1.25 g, 5.98 mmol) in DME (5 mL) was added 2-aminopyridine (0.563 g, 5.98 mmol) and the reaction mixture was allowed to warm to room temperature and stir for 18 h. The precipitate was filtered, washed with DME and dried in vacuo to afford 1.41 g of a white solid. The solid was dissolved in MeOH (20 mL) and refluxed for 18 h. The reaction mixture was cooled and the solvent evaporated under reduced pressure. The crude residue was partitioned between EtOAc and 10% NaH... Reactants: O (water), C(C)OC(=O)C1C(NC[C@H](C1)CCC1=CC=C(C=C1)Br)=O ((3RS, 5S)-3-ethoxycarbonyl-5-[2-(4-bromophenyl)ethyl]-2-piperidone), F[B-](F)(F)F.C[O+](C)C (trimethyloxonium tetrafluoroborate), C([O-])([O-])=O.[K+].[K+] (potassium carbonate). Solvent: C(Cl)(Cl)Cl (chloroform), C(Cl)(Cl)Cl (chloroform). Product: COC1=NC[C@H](CC1C(=O)OCC)CCC1=CC=C(C=C1)Br ((3RS,5S)-2-methoxy-3-ethoxycarbonyl-5-[2-(4-bromophenyl)ethyl]-3,4,5,6-tetrahydropyridine). Isolated yield 53.4%. Reaction SMILES: [CH2:1]([O:3][C:4]([CH:6]1[CH2:11][C@H:10]([CH2:12][CH2:13][C:14]2[CH:19]=[CH:18][C:17]([Br:20])=[CH:16][CH:15]=2)[CH2:9][NH:8][C:7]1=[O:21])=[O:5])[CH3:2].F[B-](F)(F)F.[CH3:27][O+](C)C.C(=O)([O-])[O-].[K+].[K+].O>C(Cl)(Cl)Cl>[CH3:27][O:21][C:7]1[CH:6]([C:4]([O:3][CH2:1][CH3:2])=[O:5])[CH2:11][C@H:10]([CH2:12][CH2:13][C:14]2[CH:19]=[CH:18][C:17]([Br:20])=[CH:16][CH:15]=2)[CH2:9][N:8]=1 |f:1.2,3.4.5|. Reported procedure: A solution of 515 mg of the product of Example 4 and 236 mg of trimethyloxonium tetrafluoroborate in 3 ml of chloroform was heated under reflux for four hours. The mixture was then cooled to ambient temperature, and 2 ml of 50% aqueous potassium carbonate was added. Then 10 ml of water and 10 ml of chloroform were added, and the organic phase, containing solids, was dried with magnesium sulfate. The solids were removed by filtration, and the supernatant was concentrated under vacuum. The residue... Reactants: C(C)O (ethanol), O (water), [SH-].[Na+] (sodium hydrosulfide), ClC1=C(C=CC(=C1)[N+](=O)[O-])C(O)C1=NC=CC=C1 ((2-chloro-4-nitrophenyl)(pyridin-2-yl)methanol). Run in O1CCCC1 (tetrahydrofuran). The product is NC1=CC(=C(C=C1)C(O)C1=NC=CC=C1)Cl ((4-amino-2-chlorophenyl)(pyridin-2-yl)methanol). Yield: 23.7%. RXN SMILES: [Cl:1][C:2]1[CH:7]=[C:6]([N+:8]([O-])=O)[CH:5]=[CH:4][C:3]=1[CH:11]([C:13]1[CH:18]=[CH:17][CH:16]=[CH:15][N:14]=1)[OH:12].C(O)C.O.[SH-].[Na+]>O1CCCC1>[NH2:8][C:6]1[CH:5]=[CH:4][C:3]([CH:11]([C:13]2[CH:18]=[CH:17][CH:16]=[CH:15][N:14]=2)[OH:12])=[C:2]([Cl:1])[CH:7]=1 |f:3.4|. Procedure: (2-chloro-4-nitrophenyl)(pyridin-2-yl)methanol (1 g) was dissolved in tetrahydrofuran (15 ml), ethanol (15 ml) and water (15 ml), and sodium hydrosulfide (3.3 g) was added to the mixture, and the mixture was refluxed for 30 minutes. After concentration, the mixture was extracted with ethyl acetate. The organic layer was washed with water and saturated brine, and dried over anhydrous magnesium sulfate. The solvent was distilled off, to give (4-amino-2-chlorophenyl)(pyridin-2-yl)methanol (0.21 g) ... The reactants are O=S1(=O)C=CC(NCc2ccccc2)C1, O=C=NCc1ccccc1, c1ccccc1. Yields the product O=C(NCc1ccccc1)N(Cc1ccccc1)C1C=CS(=O)(=O)C1. As a reaction SMILES: [CH2:11]([c:12]1[cH:13][cH:14][cH:15][cH:16][cH:17]1)[NH:18][CH:19]1[CH2:20][S:21](=[O:24])(=[O:25])[CH:22]=[CH:23]1.[CH2:1]([c:2]1[cH:3][cH:4][cH:5][cH:6][cH:7]1)[N:8]=[C:9]=[O:10].[cH:26]1[cH:27][cH:28][cH:29][cH:30][cH:31]1>>[CH2:1]([c:2]1[cH:3][cH:4][cH:5][cH:6][cH:7]1)[NH:8][C:9](=[O:10])[N:18]([CH2:11][c:12]1[cH:13][cH:14][cH:15][cH:16][cH:17]1)[CH:19]1[CH2:20][S:21](=[O:24])(=[O:25])[CH:22]=[CH:23]1. The reactants are C(#N)C1=CC=C(C=C1)C1=CC=C(C=C1)O (4-(4'-cyanophenyl)phenol), CC1=CC=C(C=C1)S(=O)(=O)[O-] (monotosylate), C[C@H](C[C@@H](C)O)O ((R,R)-2,4-pentanediol), ice water, [H-].[Na+] (sodium hydride). Solvent: CN(C=O)C (dimethylforamide), CN(C=O)C (dimethylforamide), CN(C=O)C (dimethylformamide). Conditions: time 1 hour. Product: O[C@H](C[C@H](OC1=CC=C(C=C1)C1=CC=C(C#N)C=C1)C)C ((R,S)-4-[4'-(3"-hydroxy-1"-methylbutoxy)phenyl]benzonitrile). As a reaction SMILES: [H-].[Na+].[C:3]([C:5]1[CH:10]=[CH:9][C:8]([C:11]2[CH:16]=[CH:15][C:14]([OH:17])=[CH:13][CH:12]=2)=[CH:7][CH:6]=1)#[N:4].CC1C=CC(S([O-])(=O)=O)=CC=1.[CH3:29][C@@H:30](O)[CH2:31][C@H:32]([OH:34])[CH3:33]>CN(C)C=O>[OH:34][C@@H:32]([CH3:33])[CH2:31][C@@H:30]([CH3:29])[O:17][C:14]1[CH:15]=[CH:16][C:11]([C:8]2[CH:7]=[CH:6][C:5]([C:3]#[N:4])=[CH:10][CH:9]=2)=[CH:12][CH:13]=1 |f:0.1|. Procedure details: 0.68 g of 55% sodium hydride was mixed with 10 ml of dimethylformamide. A solution of 2.50 g of 4-(4'-cyanophenyl)phenol in 5 ml of dimethylforamide was added dropwise thereto under ice-cooling. Then the obtained mixture was stirred at room temperature for one hour. A solution of 3.7 g of monotosylate of (R,R)-2,4-pentanediol in 5 ml of dimethylforamide was added dropwise thereto and the obtained mixture was stirred at 80° C. for two hours. After cooling, the reaction mixture was poured into 100... Starting materials: CC1=C(C(C(=O)O)=CC=C1)N (3-Methylanthranilic acid), CC1=C(OCC(=O)Cl)C=CC=C1 (2-methylphenoxyacetyl chloride), Cl (hydrochloric acid). The solvent is [OH-].[Na+] (sodium hydroxide). Conditions: time 5 minute. The product is CC1=C(C(C(=O)O)=CC=C1)NC(COC1=C(C=CC=C1)C)=O (3-methyl-N-(2-methylphenoxyacetyl)anthranilic acid). Yield: 94.7%. RXN SMILES: [CH3:1][C:2]1[CH:10]=[CH:9][CH:8]=[C:4]([C:5]([OH:7])=[O:6])[C:3]=1[NH2:11].[CH3:12][C:13]1[CH:23]=[CH:22][CH:21]=[CH:20][C:14]=1[O:15][CH2:16][C:17](Cl)=[O:18].Cl>[OH-].[Na+]>[CH3:1][C:2]1[CH:10]=[CH:9][CH:8]=[C:4]([C:5]([OH:7])=[O:6])[C:3]=1[NH:11][C:17](=[O:18])[CH2:16][O:15][C:14]1[CH:20]=[CH:21][CH:22]=[CH:23][C:13]=1[CH3:12] |f:3.4|. Procedure: 3-Methylanthranilic acid 1.0 g (6 mmol) was dissolved in 10% aqueous sodium hydroxide solution 27 ml and to this soulution, 2-methylphenoxyacetyl chloride 1.3 g (7.3 mmol) was added dropwise at 0° C. The resulting solution was stirred at room temperature for 5 minutes and acidified with 10% hydrochloric acid solution. Deposited crystals were collected by filtration, washed with hot water and recrystallized from ethanol to obtain 3-methyl-N-(2-methylphenoxyacetyl)anthranilic acid (melting point: ...